Dataset: the Open Reaction Database (ORD), a public repository of structured organic reaction records. Task: describe an organic reaction: reactants, conditions, products, and yield The reactants are ClCCCCOC=1C=CC2=C(C(OC(N2)=O)(C)C)C1 (6-(4-chlorobutoxy)-4,4-dimethyl-4H-3,1-benzoxazin-2-one), NC1=C(C=C(C=C1Br)S)Br (4-amino-3,5-dibromo-thiophenol). Yields the product NC1=C(C=C(C=C1Br)SCCCCOC=1C=CC2=C(C(OC(N2)=O)(C)C)C1)Br (6-[4-(4-Amino-3,5-dibromo-phenylmercapto)-butoxy]-4,4-dimethyl-4H-3,1-benzoxazin-2-one). As a reaction SMILES: Cl[CH2:2][CH2:3][CH2:4][CH2:5][O:6][C:7]1[CH:8]=[CH:9][C:10]2[NH:15][C:14](=[O:16])[O:13][C:12]([CH3:18])([CH3:17])[C:11]=2[CH:19]=1.[NH2:20][C:21]1[C:26]([Br:27])=[CH:25][C:24]([SH:28])=[CH:23][C:22]=1[Br:29]>>[NH2:20][C:21]1[C:26]([Br:27])=[CH:25][C:24]([S:28][CH2:2][CH2:3][CH2:4][CH2:5][O:6][C:7]2[CH:8]=[CH:9][C:10]3[NH:15][C:14](=[O:16])[O:13][C:12]([CH3:18])([CH3:17])[C:11]=3[CH:19]=2)=[CH:23][C:22]=1[Br:29]. Procedure details: Prepared analogously to Example 1 from 6-(4-chlorobutoxy)-4,4-dimethyl-4H-3,1-benzoxazin-2-one and 4-amino-3,5-dibromo-thiophenol. The reactants are CS(=O)(=O)Cl, Cl, COc1cc(F)c([N+](=O)[O-])cc1N, C1CCOC1, c1ccncc1. The product is COc1cc(F)c([N+](=O)[O-])cc1NS(C)(=O)=O. As a reaction SMILES: [CH3:20][S:21]([Cl:22])(=[O:23])=[O:24].[ClH:25].[F:1][c:2]1[cH:3][c:4]([O:12][CH3:13])[c:5]([NH2:6])[cH:7][c:8]1[N+:9](=[O:10])[O-:11].[O:26]1[CH2:27][CH2:28][CH2:29][CH2:30]1.[cH:14]1[cH:15][cH:16][n:17][cH:18][cH:19]1>>[F:1][c:2]1[cH:3][c:4]([O:12][CH3:13])[c:5]([NH:6][S:21]([CH3:20])(=[O:23])=[O:24])[cH:7][c:8]1[N+:9](=[O:10])[O-:11]. Starting materials: N1=CC=CC2=CC=CC(=C12)S(=O)(=O)Cl (quinoline-8-sulfonyl chloride), C(C)OC(=O)C1(CC2=CC=CC=C2C1)N (2-amino-indan-2-carboxylic acid ethyl ester), CCN(C(C)C)C(C)C (DIPEA). Run in C(Cl)Cl (DCM), C(Cl)Cl (DCM). Reaction conditions: time 8 hour. Product: C(C)OC(=O)C1(CC2=CC=CC=C2C1)NS(=O)(=O)C=1C=CC=C2C=CC=NC12 (2-(Quinoline-8-sulfonylamino)-indan-2-carboxylic acid ethyl ester). The yield is 35.1%. Reaction SMILES: [N:1]1[C:10]2[C:5](=[CH:6][CH:7]=[CH:8][C:9]=2[S:11](Cl)(=[O:13])=[O:12])[CH:4]=[CH:3][CH:2]=1.[CH2:15]([O:17][C:18]([C:20]1([NH2:29])[CH2:28][C:27]2[C:22](=[CH:23][CH:24]=[CH:25][CH:26]=2)[CH2:21]1)=[O:19])[CH3:16].CCN(C(C)C)C(C)C>C(Cl)Cl>[CH2:15]([O:17][C:18]([C:20]1([NH:29][S:11]([C:9]2[CH:8]=[CH:7][CH:6]=[C:5]3[C:10]=2[N:1]=[CH:2][CH:3]=[CH:4]3)(=[O:13])=[O:12])[CH2:28][C:27]2[C:22](=[CH:23][CH:24]=[CH:25][CH:26]=2)[CH2:21]1)=[O:19])[CH3:16]. Procedure: To a solution of quinoline-8-sulfonyl chloride (400 mg, 1.76 mmol), 2-amino-indan-2-carboxylic acid ethyl ester (361 mg, 1.76 mmol) in anhydrous DCM (8 mL) is added DIPEA (291 μL, 1.76 mmol). The resulting solution is stirred at RT overnight. The reaction solution is diluted with DCM (40 mL), washed with water (1×5 mL) and brine (2×5 mL). The organic layer is dried over anhydrous Na2SO4 and concentrated in vacuo. The residue is purified by flash column chromatography (115 g silica gel, gradient ... The reactants are CC#N, CNc1ccc(O)cc1, Clc1nc2ccccc2[nH]1, O. Yields the product CN(c1ccc(O)cc1)c1nc2ccccc2[nH]1. RXN SMILES: [C:21](#[N:22])[CH3:23].[CH3:11][NH:12][c:13]1[cH:14][cH:15][c:16]([OH:19])[cH:17][cH:18]1.[Cl:1][c:2]1[nH:3][c:4]2[c:5]([n:6]1)[cH:7][cH:8][cH:9][cH:10]2.[OH2:20]>>[c:2]1([N:12]([CH3:11])[c:13]2[cH:14][cH:15][c:16]([OH:19])[cH:17][cH:18]2)[nH:3][c:4]2[c:5]([n:6]1)[cH:7][cH:8][cH:9][cH:10]2. The reactants are N(=NC(=O)OC(C)(C)C)C(=O)OC(C)(C)C (Di-tert-butyl azodicarboxylate), C(C1=CC=CC=C1)OC1=CC(=C2C(N(C=NC2=C1)COC(C(C)(C)C)=O)=O)O (7-benzyloxy-5-hydroxy-3-pivaloyloxymethyl-3,4-dihydroquinazolin-4-one), OC1CCOCC1 (4-hydroxytetrahydropyran). Run in C(Cl)Cl (methylene chloride). Reaction conditions: temperature 5 celsius, time 2 hour. Yields the product C(C1=CC=CC=C1)OC1=CC(=C2C(NC=NC2=C1)=O)OC1CCOCC1 (7-benzyloxy-5-tetrahydropyran-4-yloxy-3,4-dihydroquinazolin-4-one). The yield is 79.8%. As a reaction SMILES: N(C(OC(C)(C)C)=O)=NC(OC(C)(C)C)=O.[CH2:17]([O:24][C:25]1[CH:34]=[C:33]2[C:28]([C:29](=[O:43])[N:30](COC(=O)C(C)(C)C)[CH:31]=[N:32]2)=[C:27]([OH:44])[CH:26]=1)[C:18]1[CH:23]=[CH:22][CH:21]=[CH:20][CH:19]=1.O[CH:46]1[CH2:51][CH2:50][O:49][CH2:48][CH2:47]1>C(Cl)Cl>[CH2:17]([O:24][C:25]1[CH:34]=[C:33]2[C:28]([C:29](=[O:43])[NH:30][CH:31]=[N:32]2)=[C:27]([O:44][CH:46]2[CH2:51][CH2:50][O:49][CH2:48][CH2:47]2)[CH:26]=1)[C:18]1[CH:19]=[CH:20][CH:21]=[CH:22][CH:23]=1. Procedure: Di-tert-butyl azodicarboxylate (16.3 g) was added portionwise to a stirred mixture of 7-benzyloxy-5-hydroxy-3-pivaloyloxymethyl-3,4-dihydroquinazolin-4-one (17 g), 4-hydroxytetrahydropyran (5.4 g) and methylene chloride (200 ml) that had been cooled to 5° C. The mixture was allowed to warm to ambient temperature and was stirred for 2 hours. The mixture was evaporated and the residue was dissolved in a saturated methanolic ammonia solution. The resultant mixture was stirred at ambient temperature... Reactants: FC1=CC(=CC=C1)F (1,3-Difluorobenzene), [Cl-].[Al+3].[Cl-].[Cl-] (aluminium chloride), FCC(=O)Cl (fluoroacetyl chloride). Solvent: C(Cl)Cl (methylene chloride), C(Cl)Cl (methylene chloride). Product: FCC(=O)C1=C(C=C(C=C1)F)F (2,2',4'-Trifluoroacetophenone). Yield: 36.0%. RXN SMILES: [F:1][C:2]1[CH:7]=[CH:6][CH:5]=[C:4]([F:8])[CH:3]=1.[Cl-].[Al+3].[Cl-].[Cl-].[F:13][CH2:14][C:15](Cl)=[O:16]>C(Cl)Cl>[F:13][CH2:14][C:15]([C:5]1[CH:6]=[CH:7][C:2]([F:1])=[CH:3][C:4]=1[F:8])=[O:16] |f:1.2.3.4|. Reported procedure: 1,3-Difluorobenzene (2.02 g; 17.7 mM) and anhydrous aluminium chloride (2.60 g; 19.47 mM) were stirred together under dry nitrogen at room temperature. A solution of fluoroacetyl chloride (1,71 g; 17.7 mM) in anhydrous methylene chloride (2 ml) was added over 30 minutes. The mixture was then warmed at about 50° for 3 hours. On cooling methylene chloride (40 ml) was added and the mixture was poured onto ice. The methylene chloride layer was separated, dried over magnesium sulphate and evaporated ... Reactants: BrC1=CC(=C(C=C1)N=C=O)C (4-bromo-2-methylphenyl isocyanate), [N+](=O)([O-])CC(=O)OCC (ethyl nitroacetate), C([O-])([O-])=O.[K+].[K+] (potassium carbonate). Run in C1=CC=CC=C1 (benzene). Product: BrC1=CC(=C(C=C1)NC(C(C(=O)OCC)[N+](=O)[O-])=O)C (ethyl 3-[(4-bromo-2-methylphenyl)amino]-2-nitro-3-oxopropanoate). The yield is 25.0%. As a reaction SMILES: [Br:1][C:2]1[CH:7]=[CH:6][C:5]([N:8]=[C:9]=[O:10])=[C:4]([CH3:11])[CH:3]=1.[N+:12]([CH2:15][C:16]([O:18][CH2:19][CH3:20])=[O:17])([O-:14])=[O:13].C(=O)([O-])[O-].[K+].[K+]>C1C=CC=CC=1>[Br:1][C:2]1[CH:7]=[CH:6][C:5]([NH:8][C:9](=[O:10])[CH:15]([N+:12]([O-:14])=[O:13])[C:16]([O:18][CH2:19][CH3:20])=[O:17])=[C:4]([CH3:11])[CH:3]=1 |f:2.3.4|. Procedure details: A mixture of 9.22 grams (0.04 mole) of 4-bromo-2-methylphenyl isocyanate, 5.78 grams (0.04 mole) of ethyl nitroacetate, 6.01 grams (0.04 mole) of anhydrous potassium carbonate and 90 milliliters of benzene was stirred and heated under reflux for 3 hours then cooled and stirred at room temperature for a period of about 16 hours. The precipitated material was filtered off and thoroughly triturated with 200 milliliters of ice water, filtering to remove a precipitate which was discarded. Chilling an...